From a dataset of the Open Reaction Database (ORD), a public repository of structured organic reaction records. describe an organic reaction: reactants, conditions, products, and yield Starting materials: FC(C(=O)N(C)C1=C(SC2=NC=CN=C21)C(=O)[O-])(F)F (7-(2,2,2-trifluoro-N-methylacetamido)thieno[2,3-b]pyrazine-6-carboxylate), [OH-].[K+] (KOH). The solvent is C1CCOC1 (THF), C(C)O (ethanol), O (water). Conditions: time 10 minute. The product is CNC1=C(SC2=NC=CN=C21)C(=O)O (7-(methylamino)thieno[2,3-b]pyrazine-6-carboxylic acid). Yield: 98.0%. RXN SMILES: FC(F)(F)[C:3]([N:5]([C:7]1[C:15]2[C:10](=[N:11][CH:12]=[CH:13][N:14]=2)[S:9][C:8]=1[C:16]([O-:18])=[O:17])C)=O.[OH-].[K+]>C1COCC1.C(O)C.O>[CH3:3][NH:5][C:7]1[C:15]2[C:10](=[N:11][CH:12]=[CH:13][N:14]=2)[S:9][C:8]=1[C:16]([OH:18])=[O:17] |f:1.2|. Procedure: A solution of 7-(2,2,2-trifluoro-N-methylacetamido)thieno[2,3-b]pyrazine-6-carboxylate 11 (9.1 g, 27.3 mmol) and KOH (3 eq) in THF (40 mL), ethanol (40 mL) and water (20 mL) was stirred overnight at 60° C. Concentrated by evaporation (±10 mL), ice cold citric acid solution was added (200 mL) and stirred for 10 min. The resulting precipitate was collected, washed with water and dried to give compound 7-(methylamino)thieno[2,3-b]pyrazine-6-carboxylic acid 12 (5.6 g, 98%). 1H-NMR (400 MHz, DMSO-d6)... The reactants are C1COCCN1, ClCCl, O=C(Cl)c1ccc(Cl)nc1. The product is O=C(c1ccc(Cl)nc1)N1CCOCC1. Reaction SMILES: [CH2:1]1[CH2:2][O:3][CH2:4][CH2:5][NH:6]1.[Cl:17][CH2:18][Cl:19].[Cl:7][c:8]1[n:9][cH:10][c:11]([C:12](=[O:13])[Cl:14])[cH:15][cH:16]1>>[CH2:1]1[CH2:2][O:3][CH2:4][CH2:5][N:6]1[C:12]([c:11]1[cH:10][n:9][c:8]([Cl:7])[cH:16][cH:15]1)=[O:13]. Reactants: ClC1=C2C(=NC=C1)C=C(S2)C=2SC=C(N2)C(C)(C)O (2-[2-(7-chloro-thieno[3,2-b]pyridin-2-yl)-thiazol-4-yl]-propan-2-ol), CN1N=C(C=C1C(F)(F)F)O (1-methyl-5-trifluoromethyl-1H-pyrazol-3-ol). Product: CN1N=C(C=C1C(F)(F)F)OC1=C2C(=NC=C1)C=C(S2)C=2SC=C(N2)C(C)(C)O (2-{2-[7-(1-Methyl-5-trifluoromethyl-1H-pyrazol-3-yloxy)-thieno[3,2-b]pyridin-2-yl]-thiazol-4-yl}-propan-2-ol). Isolated yield 8.0%. RXN SMILES: Cl[C:2]1[CH:7]=[CH:6][N:5]=[C:4]2[CH:8]=[C:9]([C:11]3[S:12][CH:13]=[C:14]([C:16]([OH:19])([CH3:18])[CH3:17])[N:15]=3)[S:10][C:3]=12.[CH3:20][N:21]1[C:25]([C:26]([F:29])([F:28])[F:27])=[CH:24][C:23]([OH:30])=[N:22]1>>[CH3:20][N:21]1[C:25]([C:26]([F:27])([F:28])[F:29])=[CH:24][C:23]([O:30][C:2]2[CH:7]=[CH:6][N:5]=[C:4]3[CH:8]=[C:9]([C:11]4[S:12][CH:13]=[C:14]([C:16]([OH:19])([CH3:18])[CH3:17])[N:15]=4)[S:10][C:3]=23)=[N:22]1. Procedure: The title compound (11 mg, 8%) was prepared from 2-[2-(7-chloro-thieno[3,2-b]pyridin-2-yl)-thiazol-4-yl]-propan-2-ol and 1-methyl-5-trifluoromethyl-1H-pyrazol-3-ol by a procedure analogous to Example 16. C18H15F3N4O2S2: APCI m/z 441.3 (pos.); 1H NMR (CD3OD): δ 8.53 (d, 1H, J=5.6 Hz), 7.91 (s, 1H), 7.48 (s, 1H), 7.07 (d, 1H, J=5.6 Hz), 6.68 (s, 1H), 3.98 (s, 3H), 1.61 (s, 6H) ppm.